The task is: describe an organic reaction: reactants, conditions, products, and yield. This data is from the Open Reaction Database (ORD), a public repository of structured organic reaction records. The reactants are CC(OCC)=O.[Cl-].[Na+].O (EA brine), BrC1=CC=C(S1)C(=O)NC1=C(C=CC=C1)F ((5-bromo(2-thienyl))-N-(2-fluorophenyl)carboxamide), ClC=1C(=CC2=C(N=CS2)C1)B1OC(C(O1)(C)C)(C)C (5-chloro-6-(4,4,5,5-tetramethyl(1,3,2-dioxaborolan-2-yl))benzothiazole), C([O-])([O-])=O.[Na+].[Na+] (sodium carbonate). The reagents and catalysts are [Pd].C1(=CC=CC=C1)P(C1=CC=CC=C1)C1=CC=CC=C1.C1(=CC=CC=C1)P(C1=CC=CC=C1)C1=CC=CC=C1.C1(=CC=CC=C1)P(C1=CC=CC=C1)C1=CC=CC=C1.C1(=CC=CC=C1)P(C1=CC=CC=C1)C1=CC=CC=C1 (tetrakis(triphenylphosphine)-palladium(0)). Run in COCCOC (DME), CCO (EtOH), O (water). Reaction conditions: temperature 110 celsius. Yields the product ClC=1C(=CC2=C(N=CS2)C1)C1=CC=C(S1)C(=O)NC1=C(C=CC=C1)F ([5-(5-chlorobenzothiazol-6-yl)(2-thienyl)]-N-(2-fluorophenyl)carboxamide). The yield is 71.6%. Reaction SMILES: Br[C:2]1[S:6][C:5]([C:7]([NH:9][C:10]2[CH:15]=[CH:14][CH:13]=[CH:12][C:11]=2[F:16])=[O:8])=[CH:4][CH:3]=1.[Cl:17][C:18]1[C:19](B2OC(C)(C)C(C)(C)O2)=[CH:20][C:21]2[S:25][CH:24]=[N:23][C:22]=2[CH:26]=1.C(=O)([O-])[O-].[Na+].[Na+].CC(=O)OCC.[Cl-].[Na+].O>COCCOC.CCO.O.[Pd].C1(P(C2C=CC=CC=2)C2C=CC=CC=2)C=CC=CC=1.C1(P(C2C=CC=CC=2)C2C=CC=CC=2)C=CC=CC=1.C1(P(C2C=CC=CC=2)C2C=CC=CC=2)C=CC=CC=1.C1(P(C2C=CC=CC=2)C2C=CC=CC=2)C=CC=CC=1>[Cl:17][C:18]1[C:19]([C:2]2[S:6][C:5]([C:7]([NH:9][C:10]3[CH:15]=[CH:14][CH:13]=[CH:12][C:11]=3[F:16])=[O:8])=[CH:4][CH:3]=2)=[CH:20][C:21]2[S:25][CH:24]=[N:23][C:22]=2[CH:26]=1 |f:2.3.4,5.6.7.8,12.13.14.15.16|. Procedure details: A mixture of (5-bromo(2-thienyl))-N-(2-fluorophenyl)carboxamide (9, 18 mg, 0.06 mmol), 5-chloro-6-(4,4,5,5-tetramethyl(1,3,2-dioxaborolan-2-yl))benzothiazole (20) (17 mg, 0.06 mmol), tetrakis(triphenylphosphine)-palladium(0) (Pd(Ph3P)4, 7 mg) and sodium carbonate (19 mg) in 0.5 ml DME, 0.5 ml EtOH and 0.25 ml water was heated under Ar in microwave reactor at 110° C. for 30 min. The reaction mixture was worked up with EA/brine. Org. phase was concentrated and then subjected to silica gel flash ch... Starting materials: COC(=O)c1ccccc1CBr, O=C([O-])[O-], CCCCN(Cc1cccc(OC)c1OC)C(=O)CCc1ccc(O)cc1, CC#N, [K+], [K+]. Product: CCCCN(Cc1cccc(OC)c1OC)C(=O)CCc1ccc(OCc2ccccc2C(=O)OC)cc1. Reaction SMILES: [Br:28][CH2:29][c:30]1[c:31]([C:32](=[O:33])[O:34][CH3:35])[cH:36][cH:37][cH:38][cH:39]1.[C:40](=[O:41])([O-:42])[O-:43].[CH2:1]([CH2:2][CH2:3][CH3:4])[N:5]([C:6]([CH2:7][CH2:8][c:9]1[cH:10][cH:11][c:12]([OH:15])[cH:13][cH:14]1)=[O:16])[CH2:17][c:18]1[c:19]([O:26][CH3:27])[c:20]([O:24][CH3:25])[cH:21][cH:22][cH:23]1.[CH3:46][C:47]#[N:48].[K+:44].[K+:45]>>[CH2:1]([CH2:2][CH2:3][CH3:4])[N:5]([C:6]([CH2:7][CH2:8][c:9]1[cH:10][cH:11][c:12]([O:15][CH2:29][c:30]2[c:31]([C:32](=[O:33])[O:34][CH3:35])[cH:36][cH:37][cH:38][cH:39]2)[cH:13][cH:14]1)=[O:16])[CH2:17][c:18]1[c:19]([O:26][CH3:27])[c:20]([O:24][CH3:25])[cH:21][cH:22][cH:23]1. The reactants are C1(CCCCC1)N=C=NC1CCCCC1 (Dicyclohexylcarbodiimide), C(C=C)OC([C@H](CSCC)O)=O ((R)-3-(Ethylthio)-2-hydroxypropanoic acid 2-propenyl ester), C(C)(=O)SC[C@H](C(=O)O)C ((S)-3-(Acetylthio)-2-methylpropanoic acid). Reagents/catalysts: CN(C1=CC=NC=C1)C (4-(dimethylamino)pyridine). Run in ClCCl (dichloromethane), ClCCl (dichloromethane). Reaction conditions: time 8 hour. Product: ethyl acetate petroleum ether, C(C=C)OC([C@H](CSCC)OC([C@@H](CSC(C)=O)C)=O)=O (2(R)-(3-(Acetylthio)-2(S)-methyl-1-oxopropoxy)-3-(ethylthio)propanoic acid 2-propenyl ester). Reaction SMILES: C1(N=C=NC2CCCCC2)CCCCC1.[CH2:16]([O:19][C:20](=[O:27])[C@@H:21]([OH:26])[CH2:22][S:23][CH2:24][CH3:25])[CH:17]=[CH2:18].[C:28]([S:31][CH2:32][C@@H:33]([CH3:37])[C:34](O)=[O:35])(=[O:30])[CH3:29]>ClCCl.CN(C)C1C=CN=CC=1>[CH2:16]([O:19][C:20](=[O:27])[C@@H:21]([O:26][C:34](=[O:35])[C@H:33]([CH3:37])[CH2:32][S:31][C:28](=[O:30])[CH3:29])[CH2:22][S:23][CH2:24][CH3:25])[CH:17]=[CH2:18]. Reported procedure: Dicyclohexylcarbodiimide (1.13 g, 5.5 mmol) in dichloromethane (20 ml) was added to a stirred solution of the product of step b) (0.95 g, 5 mmol), (S)-3-(Acetylthio)-2-methylpropanoic acid (0.81 g, 5 mmol) and 4-(dimethylamino)pyridine (0.06 g, 0.5 mmol) in dichloromethane (30 ml). The mixture was stirred overnight, filtered and the solvent evaporated. The residue was dissolved in ethyl acetate, filtered and washed with potassium hydrogen sulphate solution, sodium bicarbonate solution and brine ... Reactants: Cl (HCl), O(C1=CC=CC=C1)C[C@H]1N(CCC1)S(=O)(=O)C1=CC=2C3(C=4N(C2C=C1)CCCN4)OCCCO3 (8′-{[(2S)-2-(phenoxymethyl)pyrrolidin-1-yl]sulfonyl}-3′,4′-dihydro-2′H-spiro[1,3-dioxane-2,10′-pyrimido[1,2-a]indole]), [NH4+].[OH-] (NH4OH). The solvent is O1CCOCC1 (1,4 dioxane). Conditions: time 16 hour. Yields the product O(C1=CC=CC=C1)C[C@H]1N(CCC1)S(=O)(=O)C1=CC=2C(C=3N(C2C=C1)CCCN3)=O (8-{[(2S)-2-(Phenoxymethyl)pyrrolidin-1-yl]sulfonyl}-3,4-dihydropyrimido[1,2-a]indol-10(2H)-one). RXN SMILES: Cl.[O:2]([CH2:9][C@@H:10]1[CH2:14][CH2:13][CH2:12][N:11]1[S:15]([C:18]1[CH:26]=[CH:25][C:24]2[N:23]3[CH2:27][CH2:28][CH2:29][N:30]=[C:22]3[C:21]3(OCCC[O:31]3)[C:20]=2[CH:19]=1)(=[O:17])=[O:16])[C:3]1[CH:8]=[CH:7][CH:6]=[CH:5][CH:4]=1.[NH4+].[OH-]>O1CCOCC1>[O:2]([CH2:9][C@@H:10]1[CH2:14][CH2:13][CH2:12][N:11]1[S:15]([C:18]1[CH:26]=[CH:25][C:24]2[N:23]3[CH2:27][CH2:28][CH2:29][N:30]=[C:22]3[C:21](=[O:31])[C:20]=2[CH:19]=1)(=[O:17])=[O:16])[C:3]1[CH:8]=[CH:7][CH:6]=[CH:5][CH:4]=1 |f:2.3|. Procedure details: To cold concentrated HCl (8.5 mL) was added a solution of 8′-{[(2S)-2-(phenoxymethyl)pyrrolidin-1-yl]sulfonyl}-3′,4′-dihydro-2′H-spiro[1,3-dioxane-2,10′-pyrimido[1,2-a]indole] (0.430 g, 0.889 mmol) in 1,4 dioxane (2 mL) drop-wise over a period of 20 minutes with cooling in an ice bath. The mixture was stirred at room temperature (16 hours) then heated at 53° C. (36 hours). The mixture was cooled in an ice bath, poured into ice, and basified with concentrated NH4OH to pH 11 keeping the temperatur... Starting materials: CC(C)(C)OC(=O)NC1CCN(C(=O)OCc2ccccc2)CC1, C1CCOC1, ClCCl, Cl, [Na+], [OH-]. Yields the product NC1CCN(C(=O)OCc2ccccc2)CC1. As a reaction SMILES: [C:1]([O:2][C:3]([CH3:4])([CH3:5])[CH3:6])(=[O:7])[NH:8][CH:9]1[CH2:10][CH2:11][N:12]([C:15](=[O:16])[O:17][CH2:18][c:19]2[cH:20][cH:21][cH:22][cH:23][cH:24]2)[CH2:13][CH2:14]1.[CH2:25]1[O:26][CH2:27][CH2:28][CH2:29]1.[Cl:33][CH2:34][Cl:35].[ClH:30].[Na+:32].[OH-:31]>>[NH2:8][CH:9]1[CH2:10][CH2:11][N:12]([C:15](=[O:16])[O:17][CH2:18][c:19]2[cH:20][cH:21][cH:22][cH:23][cH:24]2)[CH2:13][CH2:14]1. Yields the product CC(C)(C)[Si](C)(C)OCCc1ccc(CO)nc1. As a reaction SMILES: [BH4-:28].[Br:6][c:7]1[n:8][cH:9][c:10]([CH2:13][CH2:14][O:15][Si:16]([CH3:17])([CH3:18])[C:19]([CH3:20])([CH3:21])[CH3:22])[cH:11][cH:12]1.[CH2:30]1[O:31][CH2:32][CH2:33][CH2:34]1.[CH3:1][CH2:2][CH2:3][CH2:4][Li:5].[CH3:35][OH:36].[Na+:29].[O:23]=[CH:24][N:25]([CH3:26])[CH3:27]>>[c:7]1([CH2:24][OH:23])[n:8][cH:9][c:10]([CH2:13][CH2:14][O:15][Si:16]([CH3:17])([CH3:18])[C:19]([CH3:20])([CH3:21])[CH3:22])[cH:11][cH:12]1. Reactants: [BH4-], CC(C)(C)[Si](C)(C)OCCc1ccc(Br)nc1, C1CCOC1, [Li]CCCC, CO, [Na+], CN(C)C=O. Starting materials: O[C@H](CN1C=C2N(C(N(C(C2=C1C1=CC(=CC=C1)F)=O)C)=O)C)CO ((R)-6-(2,3-Dihydroxypropyl)-5-(3-fluorophenyl)-1,3-dimethyl-1H-pyrrolo[3,4-d]pyrimidine-2,4(3H,6H)-dione), [O-]S(=O)(=O)C(F)(F)F.[Bi+3].[O-]S(=O)(=O)C(F)(F)F.[O-]S(=O)(=O)C(F)(F)F (bismuth triflate), ClC1=CC=C(O1)C=O (5-chlorofuran-2-carbaldehyde). Run in C(C)O (ethanol). Conditions: temperature 100 celsius. The product is ClC1=CC=C(O1)C1O[C@H](CN2C1=C1C(=C2C2=CC(=CC=C2)F)C(N(C(N1C)=O)C)=O)CO ((8R)-10-(5-chlorofuran-2-yl)-5-(3-fluorophenyl)-8-(hydroxymethyl)-1,3-dimethyl-7,8-dihydro-1H-pyrimido[4′,5′:3,4]pyrrolo[2,1-c][1,4]oxazine-2,4(3H,10H)-dione). As a reaction SMILES: [OH:1][C@@H:2]([CH2:24][OH:25])[CH2:3][N:4]1[C:12]([C:13]2[CH:18]=[CH:17][CH:16]=[C:15]([F:19])[CH:14]=2)=[C:11]2[C:6]([N:7]([CH3:23])[C:8](=[O:22])[N:9]([CH3:21])[C:10]2=[O:20])=[CH:5]1.[O-]S(C(F)(F)F)(=O)=O.[Bi+3].[O-]S(C(F)(F)F)(=O)=O.[O-]S(C(F)(F)F)(=O)=O.[Cl:51][C:52]1[O:56][C:55]([CH:57]=O)=[CH:54][CH:53]=1>C(O)C>[Cl:51][C:52]1[O:56][C:55]([CH:57]2[C:5]3=[C:6]4[N:7]([CH3:23])[C:8](=[O:22])[N:9]([CH3:21])[C:10](=[O:20])[C:11]4=[C:12]([C:13]4[CH:18]=[CH:17][CH:16]=[C:15]([F:19])[CH:14]=4)[N:4]3[CH2:3][C@H:2]([CH2:24][OH:25])[O:1]2)=[CH:54][CH:53]=1 |f:1.2.3.4|. Procedure: A mixture of (R)-6-(2,3-dihydroxypropyl)-5-(3-fluorophenyl)-1,3-dimethyl-1H-pyrrolo[3,4-d]pyrimidine-2,4(3H,6H)-dione (step 2) (806 mg, 2.320 mmol), bismuth triflate (305 mg, 0.464 mmol) and 5-chlorofuran-2-carbaldehyde (commercial) (333 mg, 2.55 mmol) in ethanol (13.6 mL) was heated under microwave irradiation at 100° C. for 25 mins. The mixture was evaporated under vacuum. The residue was partitioned between 0.1 M HCl (50 mL) and DCM (100 mL) and extracted with DCM (3×100 mL). The combined org... Starting materials: CC1(OCCO1)C1=CC=C(O1)CN1N=CC(=N1)N (2-[5-(2-methyl-[1,3]dioxolan-2-yl)-furan-2-ylmethyl]-2H-[1,2,3]triazol-4-ylamine), C1(CC1)C=1OC(=C(N1)C(=O)O)C1=CC=CC=C1 (2-cyclopropyl-5-phenyl-oxazole-4-carboxylic acid). Yields the product C(C)(=O)C1=CC=C(O1)CN1N=CC(=N1)NC(=O)C=1N=C(OC1C1=CC=CC=C1)C1CC1 (2-Cyclopropyl-5-phenyl-oxazole-4-carboxylic acid [2-(5-acetyl-furan-2-ylmethyl)-2H-[1,2,3]triazol-4-yl]-amide). Reaction SMILES: [CH3:1][C:2]1([C:7]2[O:11][C:10]([CH2:12][N:13]3[N:17]=[C:16]([NH2:18])[CH:15]=[N:14]3)=[CH:9][CH:8]=2)[O:6]CCO1.[CH:19]1([C:22]2[O:23][C:24]([C:30]3[CH:35]=[CH:34][CH:33]=[CH:32][CH:31]=3)=[C:25]([C:27](O)=[O:28])[N:26]=2)[CH2:21][CH2:20]1>>[C:2]([C:7]1[O:11][C:10]([CH2:12][N:13]2[N:17]=[C:16]([NH:18][C:27]([C:25]3[N:26]=[C:22]([CH:19]4[CH2:20][CH2:21]4)[O:23][C:24]=3[C:30]3[CH:31]=[CH:32][CH:33]=[CH:34][CH:35]=3)=[O:28])[CH:15]=[N:14]2)=[CH:9][CH:8]=1)(=[O:6])[CH3:1]. Procedure details: Following general procedure A followed by L, starting from 2-[5-(2-methyl-[1,3]dioxolan-2-yl)-furan-2-ylmethyl]-2H-[1,2,3]triazol-4-ylamine and 2-cyclopropyl-5-phenyl-oxazole-4-carboxylic acid. The reactants are FC=1C=C(C=CC1F)C(CC(C(F)(F)F)=O)=O (1-(3,4-difluoro-phenyl)-4,4,4-trifluoro-butane-1,3-dione), 3,4-difluoro-acetophenone, NC1=NNC=C1C#N (3-amino-4-cyano-pyrazole). Yields the product FC=1C=C(C=CC1F)C1=NC=2N(C(=C1)C(F)(F)F)N=CC2C#N (5-(3,4-Difluoro-phenyl)-7-trifluoromethyl-pyrazolo[1,5-a]pyrimidine-3-carbonitrile). Isolated yield 42.3%. RXN SMILES: [F:1][C:2]1[CH:3]=[C:4]([C:9](=O)[CH2:10][C:11](=O)[C:12]([F:15])([F:14])[F:13])[CH:5]=[CH:6][C:7]=1[F:8].[NH2:18][C:19]1[C:23]([C:24]#[N:25])=[CH:22][NH:21][N:20]=1>>[F:1][C:2]1[CH:3]=[C:4]([C:9]2[CH:10]=[C:11]([C:12]([F:15])([F:14])[F:13])[N:20]3[N:21]=[CH:22][C:23]([C:24]#[N:25])=[C:19]3[N:18]=2)[CH:5]=[CH:6][C:7]=1[F:8]. Procedure: Reaction of 1-(3,4-difluoro-phenyl)-4,4,4-trifluoro-butane-1,3-dione (252 mg, 1.0 mmol), prepared from commercially available 3,4-difluoro-acetophenone according to general procedure A, and 3-amino-4-cyano-pyrazole (108 mg, 1.0 mmol) according to general procedure B yielded the title compound as a light yellow solid (137 mg, 42%).